Dataset: the Open Reaction Database (ORD), a public repository of structured organic reaction records. Task: describe an organic reaction: reactants, conditions, products, and yield The reactants are FC1=C(C=C(CN)C=C1)[N+](=O)[O-] (4-fluoro-3-nitrobenzylamine), ClC=1C2=C(N=C(N1)C=1C=NC=CC1)SC=C2C (4-chloro-2-(pyridin-3-yl)-5-methyl-thieno-[2,3-d]-pyrimidine). Yields the product N1=CC(=CC=C1)C=1N=C(C2=C(N1)SC=C2C)NCC2=CC(=CC=C2)[N+](=O)[O-] (2-(pyridin-3-yl)-4-(3-nitrobenzylamino)-5-methyl-thieno-[2,3-d]-pyrimidine). Reaction SMILES: F[C:2]1[CH:9]=[CH:8][C:5]([CH2:6][NH2:7])=[CH:4][C:3]=1[N+:10]([O-:12])=[O:11].Cl[C:14]1[C:15]2[C:28]([CH3:29])=[CH:27][S:26][C:16]=2[N:17]=[C:18]([C:20]2[CH:21]=[N:22][CH:23]=[CH:24][CH:25]=2)[N:19]=1>>[N:22]1[CH:23]=[CH:24][CH:25]=[C:20]([C:18]2[N:19]=[C:14]([NH:7][CH2:6][C:5]3[CH:8]=[CH:9][CH:2]=[C:3]([N+:10]([O-:12])=[O:11])[CH:4]=3)[C:15]3[C:28]([CH3:29])=[CH:27][S:26][C:16]=3[N:17]=2)[CH:21]=1. Procedure: With the procedure of Example 1, the reaction of 4-fluoro-3-nitrobenzylamine with 4-chloro-2-(pyridin-3-yl)-5-methyl-thieno-[2,3-d]-pyrimidine yields 2-(pyridin-3-yl)-4-(3-nitrobenzylamino)-5-methyl-thieno-[2,3-d]-pyrimidine. Reactants: NC1=NC(=C2NC=NC2=N1)OC (2-Amino-6-methoxypurine), [C@@H]1(C[C@H](O)[C@@H](CO)O1)N1C(=O)NC(=O)C(C)=C1 (Thymidine), purine nucleoside, [C@@H]1(C[C@H](O)[C@@H](CO)O1)N1C(=O)NC(=O)C(C)=C1 (thymidine), purine nucleoside, [N-]=[N+]=[N-].[K+] (potassium azide), F[C@H]1[C@@H](O[C@@H]([C@H]1O)CO)N1C(=O)NC(=O)C=C1 (1-(2-deoxy-2-fluoro-β-D-ribofuranosyl)uracil), [N-]=[N+]=[N-].[K+] (potassium azide), [N-]=[N+]=[N-].[K+] (potassium azide). The solvent is P(=O)([O-])([O-])[O-].[K+].[K+].[K+] (potassium phosphate), P(=O)([O-])([O-])[O-].[K+].[K+].[K+] (potassium phosphate), P(=O)([O-])([O-])[O-].[K+].[K+].[K+] (potassium phosphate). Conditions: temperature 37 celsius. The product is NC1=NC(=C2N=CN(C2=N1)[C@H]1[C@@H]([C@H](O)[C@H](O1)CO)F)OC (2-Amino-9-(2-deoxy-2-fluoro-β-D-ribofuranosyl)-6-methoxy-9H-purine). RXN SMILES: [NH2:1][C:2]1[N:10]=[C:9]2[C:5]([NH:6][CH:7]=[N:8]2)=[C:4]([O:11][CH3:12])[N:3]=1.[F:13][C@@H:14]1[C@H:18]([OH:19])[C@@H:17]([CH2:20][OH:21])[O:16][C@H:15]1N1C=CC(=O)NC1=O.[N-]=[N+]=[N-].[K+].[C@@H]1(N2C=C(C)C(=O)NC2=O)O[C@H](CO)[C@@H](O)C1>P([O-])([O-])([O-])=O.[K+].[K+].[K+]>[NH2:1][C:2]1[N:10]=[C:9]2[C:5]([N:6]=[CH:7][N:8]2[C@@H:15]2[O:16][C@H:17]([CH2:20][OH:21])[C@@H:18]([OH:19])[C@H:14]2[F:13])=[C:4]([O:11][CH3:12])[N:3]=1 |f:2.3,5.6.7.8|. Procedure details: 2-Amino-6-methoxypurine (0.8 g, 4.8 mmoles) which may be prepared according to R. W. Balsiger and J. A. Montgomery (J. Org. Chem. 20:1573, 1960) and 1-(2-deoxy-2-fluoro-β-D-ribofuranosyl)uracil (0.4 g, 1.6 mmoles) which may be prepared according to J. F. Codington et al. (J. Org. Chem. 29:558, 1964) were suspended in 20 ml of 10 mM potassium phosphate buffer, pH 7.0, which contained 0.04% (w/v) potassium azide. Thymidine phosphorylase (2,400 I.U.) and purine nucleoside phosphorylase (3,900 I.U.)... Reactants: CSC1=NC=CC(=N1)[Sn](CCCC)(CCCC)CCCC (2-Methylsulfanyl-4-tributylstannanyl-pyrimidine), C(C)(C)(C)OC(N(C)C=1C=2N(C=CN1)C(=CN2)Br)=O ((3-Bromo-imidazo[1,2-a]pyrazin-8-yl)-methyl-carbamic acid tert-butyl ester). Reagents/catalysts: C1=CC=C(C=C1)P(C2=CC=CC=C2)C3=CC=CC=C3.C1=CC=C(C=C1)P(C2=CC=CC=C2)C3=CC=CC=C3.Cl[Pd]Cl (bis(triphenylphosphine)palladium (II) chloride). Run in C1(=CC=CC=C1)C (toluene). The product is C(C)(C)(C)OC(N(C=1C=2N(C=CN1)C(=CN2)C2=NC(=NC=C2)SC)C)=O (methyl-[3-(2-methylsulfanyl-pyrimidin-4-yl)-imidazo[1,2-a]pyrazin-8-yl]-carbamic acid tert-butyl ester). As a reaction SMILES: [CH3:1][S:2][C:3]1[N:8]=[C:7]([Sn](CCCC)(CCCC)CCCC)[CH:6]=[CH:5][N:4]=1.[C:22]([O:26][C:27](=[O:40])[N:28]([C:30]1[C:31]2[N:32]([C:36](Br)=[CH:37][N:38]=2)[CH:33]=[CH:34][N:35]=1)[CH3:29])([CH3:25])([CH3:24])[CH3:23]>C1(C)C=CC=CC=1.C1C=CC(P(C2C=CC=CC=2)C2C=CC=CC=2)=CC=1.C1C=CC(P(C2C=CC=CC=2)C2C=CC=CC=2)=CC=1.Cl[Pd]Cl>[C:22]([O:26][C:27](=[O:40])[N:28]([CH3:29])[C:30]1[C:31]2[N:32]([C:36]([C:7]3[CH:6]=[CH:5][N:4]=[C:3]([S:2][CH3:1])[N:8]=3)=[CH:37][N:38]=2)[CH:33]=[CH:34][N:35]=1)([CH3:25])([CH3:24])[CH3:23] |f:3.4.5|. Procedure: 2-Methylsulfanyl-4-tributylstannanyl-pyrimidine (19.1 g, 46.0 mmol) was stirred in degassed toluene (achieved by bubbling nitrogen though solvent for 2 hours) (200 mL) under nitrogen, then (3-bromo-imidazo[1,2-a]pyrazin-8-yl)-methyl-carbamic acid tert-butyl ester (13.1 g, 40.0 mmol) (from Example 7 supra) was added followed by bis(triphenylphosphine)palladium (II) chloride (1.12 g, 1.60 mmol) and the reaction was heated at reflux. The reaction was cooled to room temperature and concentrated to d... Starting materials: CC1(OCCO1)C1=CC=C(O1)CN1N=CC(=N1)[N+](=O)[O-] (2-[5-(2-methyl-[1,3]dioxolan-2-yl)-furan-2-ylmethyl]-4-nitro-2H-[1,2,3]triazole), [NH4+].[Cl-] (NH4Cl), N#N (N2). Reagents/catalysts: [Fe] (iron). Solvent: CCO (EtOH), O (water). Run at temperature 75 celsius, time 0.5 hour. Yields the product CC1(OCCO1)C1=CC=C(O1)CN1N=CC(=N1)N (2-[5-(2-Methyl-[1,3]dioxolan-2-yl)-furan-2-ylmethyl]-2H-[1,2,3]triazol-4-ylamine). As a reaction SMILES: N#N.[CH3:3][C:4]1([C:9]2[O:13][C:12]([CH2:14][N:15]3[N:19]=[C:18]([N+:20]([O-])=O)[CH:17]=[N:16]3)=[CH:11][CH:10]=2)[O:8][CH2:7][CH2:6][O:5]1.[NH4+].[Cl-]>CCO.O.[Fe]>[CH3:3][C:4]1([C:9]2[O:13][C:12]([CH2:14][N:15]3[N:19]=[C:18]([NH2:20])[CH:17]=[N:16]3)=[CH:11][CH:10]=2)[O:8][CH2:7][CH2:6][O:5]1 |f:2.3|. Reported procedure: In a flame dried round-bottomed flask equipped with a magnetic stir bar and under inert atmosphere (N2), a mixture of 2-[5-(2-methyl-[1,3]dioxolan-2-yl)-furan-2-ylmethyl]-4-nitro-2H-[1,2,3]triazole (218 mg, 0.78 mmol), iron powder (132 mg, 2.33 mmol) and NH4Cl (210 mg, 3.89 mmol) in a mixture of EtOH (4.0 mL) and water (2.0 mL) was stirred at 75° C. for 0.5 h. The reaction mixture was filtered while hot and concentrated under reduced pressure. CH2Cl2 (20 mL) was added followed by 1M NaOH (20 mL)... The reactants are C(C)(C)(C)OC(=O)N(C)CCCCC(=O)OC (methyl 5-(N-t-butoxycarbonyl-N-methylamino)valerate). Solvent: CO (methanol), [OH-].[Na+] (sodium hydroxide). Run at time 1 hour. Product: C(C)(C)(C)OC(=O)N(C)CCCCC(=O)O (5-(N-t-butoxycarbonyl-N-methylamino)valeric acid). Isolated yield 89.5%. As a reaction SMILES: [C:1]([O:5][C:6]([N:8]([CH2:10][CH2:11][CH2:12][CH2:13][C:14]([O:16]C)=[O:15])[CH3:9])=[O:7])([CH3:4])([CH3:3])[CH3:2]>CO.[OH-].[Na+]>[C:1]([O:5][C:6]([N:8]([CH2:10][CH2:11][CH2:12][CH2:13][C:14]([OH:16])=[O:15])[CH3:9])=[O:7])([CH3:4])([CH3:2])[CH3:3] |f:2.3|. Procedure: A mixture of methyl 5-(N-t-butoxycarbonyl-N-methylamino)valerate (557 mg) in methanol (6 ml) and 1 N sodium hydroxide solution (3.41 ml) was stirred at ambient temperature for 1 hour. The solution was concentrated in vacuo, and the residue was poured into water (20 ml) and diethyl ether (20 ml). The aqueous layer was separated and acidified with 1 N hydrochloric acid, and extracted with ethyl acetate (20 ml×3). The extract was collected and washed with water (40 ml×2) and brine (40 ml) successiv...